This data is from the Open Reaction Database (ORD), a public repository of structured organic reaction records. The task is: describe an organic reaction: reactants, conditions, products, and yield The reactants are ClC1=CC=C(C=CS(=O)(=O)Cl)C=C1 (p-chlorostyrenesulphonyl chloride), NCCC1=CC=C(OC(C(=O)OCC)(C)C)C=C1 (ethyl 2-[4-(2-aminoethyl)-phenoxy]-2-methylpropionate). Product: ClC1=CC=C(C=CS(=O)(=O)NCCC2=CC=C(OC(C(=O)OCC)(C)C)C=C2)C=C1 (ethyl 2-{4-[2-(4-chlorostyrenesulphonylamino)-ethyl]-phenoxy}-2-methylpropionate). As a reaction SMILES: [Cl:1][C:2]1[CH:13]=[CH:12][C:5]([CH:6]=[CH:7][S:8](Cl)(=[O:10])=[O:9])=[CH:4][CH:3]=1.[NH2:14][CH2:15][CH2:16][C:17]1[CH:31]=[CH:30][C:20]([O:21][C:22]([CH3:29])([CH3:28])[C:23]([O:25][CH2:26][CH3:27])=[O:24])=[CH:19][CH:18]=1>>[Cl:1][C:2]1[CH:13]=[CH:12][C:5]([CH:6]=[CH:7][S:8]([NH:14][CH2:15][CH2:16][C:17]2[CH:18]=[CH:19][C:20]([O:21][C:22]([CH3:28])([CH3:29])[C:23]([O:25][CH2:26][CH3:27])=[O:24])=[CH:30][CH:31]=2)(=[O:10])=[O:9])=[CH:4][CH:3]=1. Procedure details: From p-chlorostyrenesulphonyl chloride and ethyl 2-[4-(2-aminoethyl)-phenoxy]-2-methylpropionate; colourless oil, nD20 =1.5625;